Dataset: the Open Reaction Database (ORD), a public repository of structured organic reaction records. Task: describe an organic reaction: reactants, conditions, products, and yield Starting materials: C(C1=CC=CC=C1)OC[C@@H](C)O ((R)-1-(benzyloxy)propan-2-ol), [H-].[Na+] (NaH), BrC=1C(=NC=CC1)Cl (3-bromo-2-chloropyridine). Run in CN(C)C=O (DMF). Conditions: time 30 minute. The product is C(C1=CC=CC=C1)OC[C@@H](C)OC1=NC=CC=C1Br ((R)-2-((1-(Benzyloxy)propan-2-yl)oxy)-3-bromopyridine). RXN SMILES: [CH2:1]([O:8][CH2:9][C@H:10]([OH:12])[CH3:11])[C:2]1[CH:7]=[CH:6][CH:5]=[CH:4][CH:3]=1.[H-].[Na+].[Br:15][C:16]1[C:17](Cl)=[N:18][CH:19]=[CH:20][CH:21]=1>CN(C=O)C>[CH2:1]([O:8][CH2:9][C@H:10]([O:12][C:17]1[C:16]([Br:15])=[CH:21][CH:20]=[CH:19][N:18]=1)[CH3:11])[C:2]1[CH:7]=[CH:6][CH:5]=[CH:4][CH:3]=1 |f:1.2|. Procedure: To a stirred solution of (R)-1-(benzyloxy)propan-2-ol (2.0 g, 12 mmol) in dry DMF (5 mL) was added NaH (1.5 g, 36 mmol) at 0 Celsius. The reaction mixture was then stirred for 30 min before adding 3-bromo-2-chloropyridine (2.3 g, 12 mmol) and stirring continued for another 4 h. The reaction was quenched by slow addition of water (10 mL) and the resultant mixture extracted with ethyl acetate (3×10 mL). The combined organic extracts were dried over Na2SO4, filtered, concentrated to dryness, and th... Reactants: C(N)(OCCCC)=O (butyl carbamate), C1(=CC=CC=C1)O (phenol). Yields the product C(OCCCC)(OCCCC)=O (Dibutyl carbonate). RXN SMILES: [C:1](=[O:8])([O:3][CH2:4][CH2:5][CH2:6][CH3:7])N.[C:9]1([OH:15])C=C[CH:12]=[CH:11][CH:10]=1>>[C:1](=[O:8])([O:15][CH2:9][CH2:10][CH2:11][CH3:12])[O:3][CH2:4][CH2:5][CH2:6][CH3:7]. Procedure details: A liquid containing 42.6% by weight (hereinafter, “wt %”) of dibutyl carbonate, 11.4 wt % of butyl carbamate and 46.0 wt % of phenol was fed at the rate of 300 g/hr at 100° C. to a center portion of a distillation column made from glass provided with a vacuum jacket (filled Sulzer Labopacking, inner diameter 50 mmφ, height of filling portion: concentration portion 550 mm, recovery portion 550 mm) and the continuous distillation was performed under a top section pressure of 20 mmHg in the distill...